Dataset: the Open Reaction Database (ORD), a public repository of structured organic reaction records. Task: describe an organic reaction: reactants, conditions, products, and yield The reactants are ClC=1C(=NC=CN1)N1CCN(CC1)CC=1C=NN(C1C)CC (3′-chloro-4-(1-ethyl-5-methyl-1H-pyrazol-4-ylmethyl)-3,4,5,6-tetrahydro-2H-[1,2′]bipyrazinyl), O (water), C([O-])([O-])=O.[K+].[K+] (potassium carbonate), COCC1=CC=C(C=C1)B(O)O (4-methoxymethylphenylboronic acid). The reagents and catalysts are C=1C=CC(=CC1)[P](C=2C=CC=CC2)(C=3C=CC=CC3)[Pd]([P](C=4C=CC=CC4)(C=5C=CC=CC5)C=6C=CC=CC6)([P](C=7C=CC=CC7)(C=8C=CC=CC8)C=9C=CC=CC9)[P](C=1C=CC=CC1)(C=1C=CC=CC1)C=1C=CC=CC1 (tetrakis(triphenylphosphine)palladium(0)). The solvent is CN(C(C)=O)C (N,N-dimethylacetamide). The product is Cl.C(C)N1N=CC(=C1C)CN1CCN(CC1)C1=NC=CN=C1C1=CC=C(C=C1)COC (4-(1-Ethyl-5-methyl-1H-pyrazol-4-ylmethyl)-3′-(4-methoxymethyl-phenyl)-3,4,5,6-tetrahydro-2H-[1,2′]bipyrazinyl hydrochloride). Yield: 61.8%. Reaction SMILES: [Cl:1][C:2]1[C:3]([N:8]2[CH2:13][CH2:12][N:11]([CH2:14][C:15]3[CH:16]=[N:17][N:18]([CH2:21][CH3:22])[C:19]=3[CH3:20])[CH2:10][CH2:9]2)=[N:4][CH:5]=[CH:6][N:7]=1.C(=O)([O-])[O-].[K+].[K+].[CH3:29][O:30][CH2:31][C:32]1[CH:37]=[CH:36][C:35](B(O)O)=[CH:34][CH:33]=1.O>CN(C)C(=O)C.C1C=CC([P]([Pd]([P](C2C=CC=CC=2)(C2C=CC=CC=2)C2C=CC=CC=2)([P](C2C=CC=CC=2)(C2C=CC=CC=2)C2C=CC=CC=2)[P](C2C=CC=CC=2)(C2C=CC=CC=2)C2C=CC=CC=2)(C2C=CC=CC=2)C2C=CC=CC=2)=CC=1>[ClH:1].[CH2:21]([N:18]1[C:19]([CH3:20])=[C:15]([CH2:14][N:11]2[CH2:12][CH2:13][N:8]([C:3]3[C:2]([C:35]4[CH:36]=[CH:37][C:32]([CH2:31][O:30][CH3:29])=[CH:33][CH:34]=4)=[N:7][CH:6]=[CH:5][N:4]=3)[CH2:9][CH2:10]2)[CH:16]=[N:17]1)[CH3:22] |f:1.2.3,8.9,^1:51,53,72,91|. Reported procedure: Combine 3′-chloro-4-(1-ethyl-5-methyl-1H-pyrazol-4-ylmethyl)-3,4,5,6-tetrahydro-2H-[1,2′]bipyrazinyl (0.300 g, 0.935 mmol), potassium carbonate (0.310 g, 2.24 mmol), 4-methoxymethylphenylboronic acid (0.186 g, 1.12 mmol), and tetrakis(triphenylphosphine)palladium(0) (0.011 g, 0.009 mmol) in N,N-dimethylacetamide (1.9 mL). Add water (940 μL), and reflux reaction for 6 hr. Add DCM and wash with water. Extract water layer three times with DCM. Dry combined organics (magnesium sulfate) and purify (s... Reactants: BrC1=CC=C(C=N1)N1CCN(CC1)C(=O)OCC(=O)OCC (2-(ethyloxy)-2-oxoethyl 4-(6-bromo-3-pyridyl)-1-piperazinecarboxylate), FC(C=1C=C(C=CC1)B(O)O)(F)F (3-(trifluoromethyl)phenylboronic acid), hydrated potassium phosphate. The reagents and catalysts are C=1C=CC(=CC1)[P](C=2C=CC=CC2)(C=3C=CC=CC3)[Pd]([P](C=4C=CC=CC4)(C=5C=CC=CC5)C=6C=CC=CC6)([P](C=7C=CC=CC7)(C=8C=CC=CC8)C=9C=CC=CC9)[P](C=1C=CC=CC1)(C=1C=CC=CC1)C=1C=CC=CC1 (tetrakis(triphenylphosphine)palladium). Solvent: mixture 35/65, C(C)(=O)OCC (ethyl acetate), C1CCCCC1 (cyclohexane). Product: FC(C=1C=C(C=CC1)C1=CC=C(C=N1)N1CCN(CC1)C(=O)OCC(=O)OCC)(F)F (2-(ethyloxy)-2-oxoethyl 4-{6-[3-(trifluoromethyl)-phenyl]-3-pyridyl}-1-piperazinecarboxylate). Isolated yield 65.3%. Reaction SMILES: Br[C:2]1[N:7]=[CH:6][C:5]([N:8]2[CH2:13][CH2:12][N:11]([C:14]([O:16][CH2:17][C:18]([O:20][CH2:21][CH3:22])=[O:19])=[O:15])[CH2:10][CH2:9]2)=[CH:4][CH:3]=1.[F:23][C:24]([F:35])([F:34])[C:25]1[CH:26]=[C:27](B(O)O)[CH:28]=[CH:29][CH:30]=1>C(OCC)(=O)C.C1CCCCC1.C1C=CC([P]([Pd]([P](C2C=CC=CC=2)(C2C=CC=CC=2)C2C=CC=CC=2)([P](C2C=CC=CC=2)(C2C=CC=CC=2)C2C=CC=CC=2)[P](C2C=CC=CC=2)(C2C=CC=CC=2)C2C=CC=CC=2)(C2C=CC=CC=2)C2C=CC=CC=2)=CC=1>[F:23][C:24]([F:35])([F:34])[C:25]1[CH:30]=[C:29]([C:2]2[N:7]=[CH:6][C:5]([N:8]3[CH2:13][CH2:12][N:11]([C:14]([O:16][CH2:17][C:18]([O:20][CH2:21][CH3:22])=[O:19])=[O:15])[CH2:10][CH2:9]3)=[CH:4][CH:3]=2)[CH:28]=[CH:27][CH:26]=1 |^1:51,53,72,91|. Reported procedure: The process is performed according to the procedure described in Example 1 (step 1.3.). Starting with 1.28 g (3.43 mmol) of 2-(ethyloxy)-2-oxoethyl 4-(6-bromo-3-pyridyl)-1-piperazinecarboxylate, obtained in step 7.4., 1.96 g (10.29 mmol) of 3-(trifluoromethyl)phenylboronic acid, 2.91 g (13.72 mmol) of hydrated potassium phosphate and 0.40 g (0.34 mmol) of tetrakis(triphenylphosphine)palladium, and after chromatography on silica gel, eluting with a mixture 35/65 of ethyl acetate and cyclohexane, ... Starting materials: [Al+3], COC(=O)c1ncnn1CCCOc1c(C)cc(-c2nnn(C)n2)cc1C, C1CCOC1, CCOC(C)=O, [H-], [H-], [H-], [H-], [Li+]. Product: Cc1cc(-c2nnn(C)n2)cc(C)c1OCCCn1cncn1. Reaction SMILES: [Al+3:29].[C:1]([O:2][CH3:3])(=[O:4])[c:5]1[n:6][cH:7][n:8][n:9]1[CH2:10][CH2:11][CH2:12][O:13][c:14]1[c:15]([CH3:27])[cH:16][c:17](-[c:21]2[n:22][n:23][n:24]([CH3:26])[n:25]2)[cH:18][c:19]1[CH3:20].[CH2:40]1[O:41][CH2:42][CH2:43][CH2:44]1.[CH3:34][CH2:35][O:36][C:37](=[O:38])[CH3:39].[H-:28].[H-:31].[H-:32].[H-:33].[Li+:30]>>[cH:5]1[n:6][cH:7][n:8][n:9]1[CH2:10][CH2:11][CH2:12][O:13][c:14]1[c:15]([CH3:27])[cH:16][c:17](-[c:21]2[n:22][n:23][n:24]([CH3:26])[n:25]2)[cH:18][c:19]1[CH3:20].